This data is from the Open Reaction Database (ORD), a public repository of structured organic reaction records. The task is: describe an organic reaction: reactants, conditions, products, and yield Starting materials: C(=O)[O-].[NH4+] (Ammonium formate), COC1=NC=CC(=C1)C(C(C)[N+](=O)[O-])O (1-(2-methoxypyridin-4-yl)-2-nitro-propan-1-ol). Reagents/catalysts: [Pd] (palladium on charcoal). Solvent: C1CCOC1 (THF), CO (methanol). Run at time 8 hour. The product is NC(C(O)C1=CC(=NC=C1)OC)C (2-Amino-1-[2-methoxypyridin-4-yl]propan-1-ol). As a reaction SMILES: C([O-])=O.[NH4+].[CH3:5][O:6][C:7]1[CH:12]=[C:11]([CH:13]([OH:19])[CH:14]([N+:16]([O-])=O)[CH3:15])[CH:10]=[CH:9][N:8]=1>[Pd].C1COCC1.CO>[NH2:16][CH:14]([CH3:15])[CH:13]([C:11]1[CH:10]=[CH:9][N:8]=[C:7]([O:6][CH3:5])[CH:12]=1)[OH:19] |f:0.1|. Procedure details: Ammonium formate (1.13 g, 18 mmol) and palladium on charcoal (10%, 175 mg) is added to a solution of 1-(2-methoxypyridin-4-yl)-2-nitro-propan-1-ol (760 mg, 3.6 mmol) in 17.5 ml THF and 17.5 ml methanol. The reaction mixture is stirred overnight at room temperature, filtered through a path of cellites and concentrated. Yield 620 mg of a racemic mixture of two diastereomers, 95%.